From a dataset of the Open Reaction Database (ORD), a public repository of structured organic reaction records. describe an organic reaction: reactants, conditions, products, and yield Reactants: OCCCCCC1=NOC(=C1)C (3-(5-hydroxypentyl)-5-methylisoxazole), ( f ), BrBr (bromine), C1(=CC=CC=C1)P(C1=CC=CC=C1)C1=CC=CC=C1 (triphenylphosphine). The product is BrCCCCCC1=NOC(=C1)C (3-(5-Bromopentyl)-5-methylisoxazole). Isolated yield 77.0%. Reaction SMILES: O[CH2:2][CH2:3][CH2:4][CH2:5][CH2:6][C:7]1[CH:11]=[C:10]([CH3:12])[O:9][N:8]=1.[Br:13]Br.C1(P(C2C=CC=CC=2)C2C=CC=CC=2)C=CC=CC=1>>[Br:13][CH2:2][CH2:3][CH2:4][CH2:5][CH2:6][C:7]1[CH:11]=[C:10]([CH3:12])[O:9][N:8]=1. Reported procedure: 3-(5-Bromopentyl)-5-methylisoxazole was prepared by reacting 3-(5-hydroxypentyl)-5-methylisoxazole with bromine and triphenylphosphine according to the procedure of part (f) above, and was obtained in 77% yield as an oil, b.p. 140°-150° C.(0.05 mm). Reactants: CCOC(=O)CC1CCc2cc(OCCCOc3ccc(-c4nc(CC)co4)cc3OC)ccc21, C1CCOC1, CCO, [Li+], [OH-], O. Product: CCc1coc(-c2ccc(OCCCOc3ccc4c(c3)CCC4CC(=O)O)c(OC)c2)n1. Reaction SMILES: [CH2:1]([CH3:2])[c:3]1[n:4][c:5](-[c:8]2[cH:9][c:10]([O:34][CH3:35])[c:11]([O:12][CH2:13][CH2:14][CH2:15][O:16][c:17]3[cH:18][c:19]4[c:23]([cH:24][cH:25]3)[CH:22]([CH2:26][C:27](=[O:28])[O:29][CH2:30][CH3:31])[CH2:21][CH2:20]4)[cH:32][cH:33]2)[o:6][cH:7]1.[CH2:38]1[O:39][CH2:40][CH2:41][CH2:42]1.[CH3:44][CH2:45][OH:46].[Li+:37].[OH-:36].[OH2:43]>>[CH2:1]([CH3:2])[c:3]1[n:4][c:5](-[c:8]2[cH:9][c:10]([O:34][CH3:35])[c:11]([O:12][CH2:13][CH2:14][CH2:15][O:16][c:17]3[cH:18][c:19]4[c:23]([cH:24][cH:25]3)[CH:22]([CH2:26][C:27](=[O:28])[OH:29])[CH2:21][CH2:20]4)[cH:32][cH:33]2)[o:6][cH:7]1.